This data is from the Open Reaction Database (ORD), a public repository of structured organic reaction records. The task is: describe an organic reaction: reactants, conditions, products, and yield Starting materials: OC1=CC(=NC2=CC=C(C=C12)[N+](=O)[O-])C1=CC=CC=C1 (4-Hydroxy-6-nitro-2-phenylquinoline), P(=O)(Cl)(Cl)Cl (phosphorus oxychloride), [OH-].[Na+] (sodium hydroxide). The solvent is CN(C=O)C (Dimethylformamide). Reaction conditions: temperature 70 celsius. The product is ClC1=CC(=NC2=CC=C(C=C12)[N+](=O)[O-])C1=CC=CC=C1 (4-chloro-6-nitro-2-phenylquinoline). Yield: 101.2%. RXN SMILES: O[C:2]1[C:11]2[C:6](=[CH:7][CH:8]=[C:9]([N+:12]([O-:14])=[O:13])[CH:10]=2)[N:5]=[C:4]([C:15]2[CH:20]=[CH:19][CH:18]=[CH:17][CH:16]=2)[CH:3]=1.P(Cl)(Cl)([Cl:23])=O.[OH-].[Na+]>CN(C)C=O>[Cl:23][C:2]1[C:11]2[C:6](=[CH:7][CH:8]=[C:9]([N+:12]([O-:14])=[O:13])[CH:10]=2)[N:5]=[C:4]([C:15]2[CH:20]=[CH:19][CH:18]=[CH:17][CH:16]=2)[CH:3]=1 |f:2.3|. Reported procedure: 4-Hydroxy-6-nitro-2-phenylquinoline (10.00 g, 38 mmol) was suspended in phosphorus oxychloride (POCl3) (57.58 g, 380 Mol) at 0° C. Dimethylformamide (DMF) (45 ml) was added dropwise and the resulting mixture heated at 70° C. for 5 hours. The reaction was cooled and then poured onto ice. The pH was adjusted to 6 with aqueous sodium hydroxide and the precipitate collected by vacuum filtration and dried in a vacuum oven to give 4-chloro-6-nitro-2-phenylquinoline (10.95 g, 102%) as a yellow powder. Starting materials: N1(CCNCC1)C1=C2C=CNC2=CC=C1 (4-(piperazin-1-yl)-1H-indole), ICCC1CC2=CC=CC=C2C1 (2-(2-iodoethyl)indane), C(C(C)C)C(=O)C (methyl isobutyl ketone). Solvent: CN1C(CCC1)=O (N-methylpyrrolidone). The product is C1C(CC2=CC=CC=C12)CCN1CCN(CC1)C1=C2C=CNC2=CC=C1 (4-[4-[2-(Indan-2-yl)ethyl]piperazin-1-yl]-1H-indole). The yield is 47.3%. As a reaction SMILES: [N:1]1([C:7]2[CH:15]=[CH:14][CH:13]=[C:12]3[C:8]=2[CH:9]=[CH:10][NH:11]3)[CH2:6][CH2:5][NH:4][CH2:3][CH2:2]1.I[CH2:17][CH2:18][CH:19]1[CH2:27][C:26]2[C:21](=[CH:22][CH:23]=[CH:24][CH:25]=2)[CH2:20]1.C(C(C)=O)C(C)C>CN1CCCC1=O>[CH2:20]1[C:21]2[C:26](=[CH:25][CH:24]=[CH:23][CH:22]=2)[CH2:27][CH:19]1[CH2:18][CH2:17][N:4]1[CH2:3][CH2:2][N:1]([C:7]2[CH:15]=[CH:14][CH:13]=[C:12]3[C:8]=2[CH:9]=[CH:10][NH:11]3)[CH2:6][CH2:5]1. Reported procedure: A mixture of 4-(piperazin-1-yl)-1H-indole (1.5 g), 2-(2-iodoethyl)indane (2.0 g), K2C(3, methyl isobutyl ketone (150 ml), and N-methylpyrrolidone (10 ml ) was boiled under reflux for 3 h. The mixture was allowed to cool to room temperature, filtered, and concentrated in vacuo. The residue was purified on silica gel eluted with ethyl acetate-heptane (1:2) to give a crystalline compound, which was recrystallized (ethyl acetate) to give the title compound (1.2 g, 47%). Mp 146-147° C. 1H NMR (CDCl3)... RXN SMILES: [N:1]1([CH2:6][CH2:7][CH2:8][O:9][C:10]2[CH:15]=[CH:14][C:13]([C:16]3([C:22]#[N:23])[CH2:21][CH2:20][O:19][CH2:18][CH2:17]3)=[CH:12][CH:11]=2)[CH2:5][CH2:4][CH2:3][CH2:2]1.C(OCC)(=[O:26])C>O>[N:1]1([CH2:6][CH2:7][CH2:8][O:9][C:10]2[CH:15]=[CH:14][C:13]([C:16]3([C:22]([NH2:23])=[O:26])[CH2:17][CH2:18][O:19][CH2:20][CH2:21]3)=[CH:12][CH:11]=2)[CH2:5][CH2:4][CH2:3][CH2:2]1. The reactants are N1(CCCC1)CCCOC1=CC=C(C=C1)C1(CCOCC1)C#N (4-[4-(3-Pyrrolidin-1-yl-propoxy)-phenyl]-tetrahydro-pyran-4-carbonitrile), polyphosphoric acid, C(C)(=O)OCC (ethyl acetate). The product is N1(CCCC1)CCCOC1=CC=C(C=C1)C1(CCOCC1)C(=O)N (4-[4-(3-Pyrrolidin-1-ylpropoxy)phenyl]tetrahydro-2H-pyran-4-carboxylic acid amide). Solvent: O (water). Reported procedure: 4-[4-(3-Pyrrolidin-1-yl-propoxy)-phenyl]-tetrahydro-pyran-4-carbonitrile (400 mg, 1.27 mmol) was treated with polyphosphoric acid at 80° C. overnight. After allowing the mixture to cool to room temperature, ethyl acetate and water were added. The organic layer was separated. The aqueous layer was basified to pH 10 with concentrated NaOH and extracted with DCM. The combined organic extracts were dried over Na2SO4, filtered, concentrated in vacuo and purified by column chromatography on silica gel... The yield is 26.0%. Reactants: CC(O)C1CN(Cc2ccccc2)CC1c1ccc(Cl)cc1, FC(F)(F)c1ccc(Cl)nc1, [H-], [Na+], CN(C)C=O. Product: CC(Oc1ccc(C(F)(F)F)cn1)C1CN(Cc2ccccc2)CC1c1ccc(Cl)cc1. RXN SMILES: [CH2:1]([c:2]1[cH:3][cH:4][cH:5][cH:6][cH:7]1)[N:8]1[CH2:9][CH:10]([CH:20]([CH3:21])[OH:22])[CH:11]([c:13]2[cH:14][cH:15][c:16]([Cl:19])[cH:17][cH:18]2)[CH2:12]1.[Cl:25][c:26]1[n:27][cH:28][c:29]([C:32]([F:33])([F:34])[F:35])[cH:30][cH:31]1.[H-:24].[Na+:23].[O:36]=[CH:37][N:38]([CH3:39])[CH3:40]>>[CH2:1]([c:2]1[cH:3][cH:4][cH:5][cH:6][cH:7]1)[N:8]1[CH2:9][CH:10]([CH:20]([CH3:21])[O:22][c:26]2[n:27][cH:28][c:29]([C:32]([F:33])([F:34])[F:35])[cH:30][cH:31]2)[CH:11]([c:13]2[cH:14][cH:15][c:16]([Cl:19])[cH:17][cH:18]2)[CH2:12]1.